From a dataset of the Open Reaction Database (ORD), a public repository of structured organic reaction records. describe an organic reaction: reactants, conditions, products, and yield Reactants: NCC(=O)N(C1=CC(=CC=C1)OC(F)(F)F)CC(=O)OC(C)(C)C (tert-butyl 2-[2-amino-N-(3-trifluoromethoxyphenyl)acetamido]acetate), CC=1C=C(C=CC1)N=C=O (3-methylphenyl isocyanate). Product: CC=1C=C(C=CC1)NC(NCC(=O)N(C1=CC(=CC=C1)OC(F)(F)F)CC(=O)OC(C)(C)C)=O (tert-butyl 2-{2-[3-(3-methylphenyl)ureido]-N-(3-trifluoromethoxyphenyl)acetamido}acetate). Isolated yield 37.2%. As a reaction SMILES: [NH2:1][CH2:2][C:3]([N:5]([CH2:17][C:18]([O:20][C:21]([CH3:24])([CH3:23])[CH3:22])=[O:19])[C:6]1[CH:11]=[CH:10][CH:9]=[C:8]([O:12][C:13]([F:16])([F:15])[F:14])[CH:7]=1)=[O:4].[CH3:25][C:26]1[CH:27]=[C:28]([N:32]=[C:33]=[O:34])[CH:29]=[CH:30][CH:31]=1>>[CH3:25][C:26]1[CH:27]=[C:28]([NH:32][C:33](=[O:34])[NH:1][CH2:2][C:3]([N:5]([CH2:17][C:18]([O:20][C:21]([CH3:24])([CH3:23])[CH3:22])=[O:19])[C:6]2[CH:11]=[CH:10][CH:9]=[C:8]([O:12][C:13]([F:16])([F:14])[F:15])[CH:7]=2)=[O:4])[CH:29]=[CH:30][CH:31]=1. Procedure: Using a procedure similar to that described in Example 1, but starting with tert-butyl 2-[2-amino-N-(3-trifluoromethoxyphenyl)acetamido]acetate (3.4 g) and 3-methylphenyl isocyanate (1.4 g), and after recrystallisation in diisopropyl ether, tert-butyl 2-{2-[3-(3-methylphenyl)ureido]-N-(3-trifluoromethoxyphenyl)acetamido}acetate (1.75 g), m.p. 125° C., is obtained. The reactants are N1C=NC2=C1C=CC1=C2C=CC=2C=NC=NC12 (benzimidazoquinazoline), diacetatobis(triphenylphosphine)palladium[II], C(#C)[Si](C)(C)C (ethynyltrimethylsilane). Run in C(C)N(CC)CC.C1(=CC=CC=C1)C (triethylamine toluene). Conditions: time 3.5 hour. Yields the product C[Si](C)(C)C#CC=1C=C(C=CC1)C1=NC=NC=2C3=C(C=CC12)C1=C(NC=N1)C=C3 (6-(m-trimethylsilylethynylphenyl)benzimidazoquinazoline). The yield is 70.5%. Reaction SMILES: [NH:1]1[C:5]2[CH:6]=[CH:7][C:8]3[C:17]4[N:16]=[CH:15][N:14]=[CH:13][C:12]=4[CH:11]=[CH:10][C:9]=3[C:4]=2[N:3]=[CH:2]1.[C:18]([Si:20]([CH3:23])([CH3:22])[CH3:21])#[CH:19]>C(N(CC)CC)C.C1(C)C=CC=CC=1>[CH3:21][Si:20]([C:18]#[C:19][C:4]1[CH:5]=[C:6]([C:13]2[C:12]3[CH:11]=[CH:10][C:9]4[C:4]5[N:3]=[CH:2][NH:1][C:5]=5[CH:6]=[CH:7][C:8]=4[C:17]=3[N:16]=[CH:15][N:14]=2)[CH:7]=[CH:8][CH:9]=1)([CH3:23])[CH3:22] |f:2.3|. Procedure: A slurry of 3.00 g (9.02 mmoles) of 6-bromophenyl)benzimidazoquinazoline, 100 mg of diacetatobis(triphenylphosphine)palladium[II] in 150 ml of 2:1 triethylamine-toluene was heated to 100° C. under argon and then treated with dropwise addition of 1.57 g (16.0 mmoles) of ethynyltrimethylsilane. After 3.5 hours, the mixture was cooled and filtered. The filtrate was diluted with 100 ml of ether, washed with 200 ml each of 5% hydrochloric acid and water, and then dried over magnesium sulfate. Concent...